Dataset: the Open Reaction Database (ORD), a public repository of structured organic reaction records. Task: describe an organic reaction: reactants, conditions, products, and yield The reactants are COC1=CC(=CC(=C1)S(=O)(=O)C1=CC=C(C=C1)[N+](=O)[O-])OC (1,3-dimethoxy-5-(4-nitrophenylsulphonyl)-benzene), [NH4+].[Cl-] (NH4Cl). Reagents/catalysts: [Fe] (iron). Run in CO (methanol), CO (methanol), O (water). Product: COC=1C=C(C=C(C1)OC)S(=O)(=O)C1=CC=C(C=C1)N (4-(3,5-dimethoxybenzenesulphonyl)-phenylamine). Isolated yield 90.2%. RXN SMILES: [CH3:1][O:2][C:3]1[CH:8]=[C:7]([S:9]([C:12]2[CH:17]=[CH:16][C:15]([N+:18]([O-])=O)=[CH:14][CH:13]=2)(=[O:11])=[O:10])[CH:6]=[C:5]([O:21][CH3:22])[CH:4]=1.[NH4+].[Cl-]>CO.O.[Fe]>[CH3:22][O:21][C:5]1[CH:6]=[C:7]([S:9]([C:12]2[CH:17]=[CH:16][C:15]([NH2:18])=[CH:14][CH:13]=2)(=[O:10])=[O:11])[CH:8]=[C:3]([O:2][CH3:1])[CH:4]=1 |f:1.2|. Procedure details: 0.22 g (0.00068 mol) of 1,3-dimethoxy-5-(4-nitrophenylsulphonyl)-benzene was suspended in a mixture of 15 ml of methanol and 7.5 ml of water, treated with 0.30 g of iron powder and 0.30 g of NH4Cl and heated at reflux for 1 hr. After cooling the mixture was diluted with 50 ml of methanol, treated in an ultrasound bath for a short time and suction filtered. The filter material was washed with a large amount of methanol and the filtrate was concentrated. The residue was suspended in water and trea... The reactants are C(C)(C)(C)C1C(C(C1)=O)(Cl)Cl (3-tert-butyl-2,2-dichlorocyclobutanone). Reagents/catalysts: [Zn] (zinc). Solvent: solution. Run at time 1.5 hour. The product is C(C)(C)(C)C1CC(C1)=O (3-tert-butylcyclobutanone). Isolated yield 55.9%. RXN SMILES: [C:1]([CH:5]1[CH2:8][C:7](=[O:9])[C:6]1(Cl)Cl)([CH3:4])([CH3:3])[CH3:2]>[Zn]>[C:1]([CH:5]1[CH2:8][C:7](=[O:9])[CH2:6]1)([CH3:4])([CH3:3])[CH3:2]. Procedure: Saturate dry methanol by stirring with excess ammonium chloride under nitrogen for 1.5 h. Add this saturated solution (150 mL) to 3-tert-butyl-2,2-dichlorocyclobutanone (7.5 g, 38.4 mmol) under nitrogen. To the resulting suspension add freshly activated zinc (15.4 g, 236 mmol). Stir for 5 hours, filter and concentrate. Partition the residue between diethyl ether and water. Discard the aqueous phase and wash the diethyl ether layer with water (twice), saturated aqueous sodium chloride solution, d... Reactants: CCOC(=O)C(C#N)Cc1ccc(OCCc2ccc(OS(C)(=O)=O)cc2)cc1, CO, [Li+], C1CCOC1, [OH-], O, O. Product: CS(=O)(=O)Oc1ccc(CCOc2ccc(CC(C#N)C(=O)O)cc2)cc1. As a reaction SMILES: [CH2:1]([CH3:2])[O:3][C:4]([CH:5]([CH2:6][c:7]1[cH:8][cH:9][c:10]([O:13][CH2:14][CH2:15][c:16]2[cH:17][cH:18][c:19]([O:22][S:23](=[O:24])(=[O:25])[CH3:26])[cH:20][cH:21]2)[cH:11][cH:12]1)[C:27]#[N:28])=[O:29].[CH3:33][OH:34].[Li+:32].[O:36]1[CH2:37][CH2:38][CH2:39][CH2:40]1.[OH-:31].[OH2:30].[OH2:35]>>[O:3]=[C:4]([CH:5]([CH2:6][c:7]1[cH:8][cH:9][c:10]([O:13][CH2:14][CH2:15][c:16]2[cH:17][cH:18][c:19]([O:22][S:23](=[O:24])(=[O:25])[CH3:26])[cH:20][cH:21]2)[cH:11][cH:12]1)[C:27]#[N:28])[OH:29]. The reactants are C1(=CC=CC=C1)N1N=C(C=C1CCC)CCC=O (3-(1-phenyl-5-propyl-1H-pyrazol-3-yl)propanal), [BH-](OC(=O)C)(OC(=O)C)OC(=O)C.[Na+] (NaBH(OAc)3), FC1=CC=C(C=C1)C(N1CCNCC1)C1=CC=C(C=C1)F (1-(bis(4-fluorophenyl)methyl)piperazine), CCN(C(C)C)C(C)C (DIPEA). Product: FC1=CC=C(C=C1)C(N1CCN(CC1)CCCC1=NN(C(=C1)CCC)C1=CC=CC=C1)C1=CC=C(C=C1)F (1-(bis(4-fluorophenyl)methyl)-4-(3-(1-phenyl-5-propyl-1H-pyrazol-3-yl)propyl)piperazine). As a reaction SMILES: [C:1]1([N:7]2[C:11]([CH2:12][CH2:13][CH3:14])=[CH:10][C:9]([CH2:15][CH2:16][CH:17]=O)=[N:8]2)[CH:6]=[CH:5][CH:4]=[CH:3][CH:2]=1.[F:19][C:20]1[CH:25]=[CH:24][C:23]([CH:26]([C:33]2[CH:38]=[CH:37][C:36]([F:39])=[CH:35][CH:34]=2)[N:27]2[CH2:32][CH2:31][NH:30][CH2:29][CH2:28]2)=[CH:22][CH:21]=1.CCN(C(C)C)C(C)C.[BH-](OC(C)=O)(OC(C)=O)OC(C)=O.[Na+]>>[F:39][C:36]1[CH:35]=[CH:34][C:33]([CH:26]([C:23]2[CH:24]=[CH:25][C:20]([F:19])=[CH:21][CH:22]=2)[N:27]2[CH2:28][CH2:29][N:30]([CH2:17][CH2:16][CH2:15][C:9]3[CH:10]=[C:11]([CH2:12][CH2:13][CH3:14])[N:7]([C:1]4[CH:6]=[CH:5][CH:4]=[CH:3][CH:2]=4)[N:8]=3)[CH2:31][CH2:32]2)=[CH:38][CH:37]=1 |f:3.4|. Procedure details: 128 mg (71%) of target compound was obtained by using a method same as in Example 1 by using 3-(1-phenyl-5-propyl-1H-pyrazol-3-yl)propanal (80 mg, 0.330 mmol), 1-(bis(4-fluorophenyl)methyl)piperazine (95 mg, 0.330 mmol), DIPEA (0.090 mL, 0.495 mmol) and NaBH(OAc)3 (210 mg, 0.990 mmol). Reactants: O=C([O-])[O-], CNC(=S)N1CCSC1c1ccc(O)cc1, CN(C)C=O, Cc1ccc(S(=O)(=O)OCCCl)cc1, [K+], [K+]. The product is CNC(=S)N1CCSC1c1ccc(OCCCl)cc1. Reaction SMILES: [C:31](=[O:32])([O-:33])[O-:34].[CH3:1][NH:2][C:3](=[S:4])[N:5]1[CH:6]([c:10]2[cH:11][cH:12][c:13]([OH:16])[cH:14][cH:15]2)[S:7][CH2:8][CH2:9]1.[CH3:37][N:38]([CH3:39])[CH:40]=[O:41].[Cl:17][CH2:18][CH2:19][O:20][S:21]([c:22]1[cH:23][cH:24][c:25]([CH3:26])[cH:27][cH:28]1)(=[O:29])=[O:30].[K+:35].[K+:36]>>[CH3:1][NH:2][C:3](=[S:4])[N:5]1[CH:6]([c:10]2[cH:11][cH:12][c:13]([O:16][CH2:19][CH2:18][Cl:17])[cH:14][cH:15]2)[S:7][CH2:8][CH2:9]1. Starting materials: NC1=C(C=CC=C1)NC1=CC(=C(C(=O)C2=C(C=CC=C2)C)C=C1)Cl (4-(2-aminophenylamino)-2-chloro-2′-methylbenzophenone), C(OCOC(CCCCC)=O)(OC1=CC=C(C=C1)[N+](=O)[O-])=O (hexanoyloxymethyl 4-nitrophenyl carbonate), C(OCOC(CCCCC)=O)(OC1=CC=C(C=C1)[N+](=O)[O-])=O (hexanoyloxymethyl 4-nitrophenyl carbonate), ON1N=NC2=C1C=CC=C2 (1-hydroxybenzotriazole), C(C)N(C(C)C)C(C)C (N-ethyl di-iso-propylamine), ice water. Solvent: CN(C)C=O (DMF). Conditions: time 72 hour. Yields the product ClC=1C=C(C=CC1C(C1=C(C=CC=C1)C)=O)NC1=C(C=CC=C1)NC(OCOC(CCCCC)=O)=O (1-(hexanoyloxy)methyl N-[2-[3-chloro-4-(2-methylbenzoyl)-phenylamino]phenyl]carbamate). RXN SMILES: [NH2:1][C:2]1[CH:7]=[CH:6][CH:5]=[CH:4][C:3]=1[NH:8][C:9]1[CH:23]=[CH:22][C:12]([C:13]([C:15]2[CH:20]=[CH:19][CH:18]=[CH:17][C:16]=2[CH3:21])=[O:14])=[C:11]([Cl:24])[CH:10]=1.[C:25](=O)([O:36]C1C=CC([N+]([O-])=O)=CC=1)[O:26][CH2:27][O:28][C:29](=[O:35])[CH2:30][CH2:31][CH2:32][CH2:33][CH3:34].ON1C2C=CC=CC=2N=N1.C(N(C(C)C)C(C)C)C>CN(C=O)C>[Cl:24][C:11]1[CH:10]=[C:9]([NH:8][C:3]2[CH:4]=[CH:5][CH:6]=[CH:7][C:2]=2[NH:1][C:25](=[O:36])[O:26][CH2:27][O:28][C:29](=[O:35])[CH2:30][CH2:31][CH2:32][CH2:33][CH3:34])[CH:23]=[CH:22][C:12]=1[C:13](=[O:14])[C:15]1[CH:20]=[CH:19][CH:18]=[CH:17][C:16]=1[CH3:21]. Procedure details: A solution of 4-(2-aminophenylamino)-2-chloro-2′-methylbenzophenone (305 mg, 1.0 mmol) and hexanoyloxymethyl 4-nitrophenyl carbonate (Compound 207) (3.3 g, 10 mmol) in DMF (50 ml) was added 1-hydroxybenzotriazole (270 mg, 2.0 mmol) followed by N-ethyl di-iso-propylamine (0.18 ml, 1.05 mmol). The reaction mixture was stirred at room temperature. After 72 hours, the reaction mixture was poured into ice/water and extracted with diethylether. The etheral extracts were washed with a saturated sodium ... The reactants are ClC1=C(C=CC=C1)C1=NCC=2N(C3=C1C=C(S3)CC)C(=NN2)C (4-(2-Chlorophenyl)-2-ethyl-9-methyl-6H-thieno[3,2-f] [1,2,4]triazolo[4,3-a] [1,4]diazepine), C(C)O (ethanol), O.C1(=CC=C(C=C1)S(=O)(=O)O)C (p-toluenesulfonic acid monohydrate). Run in O (water). Reaction conditions: temperature 80 celsius, time 1.5 hour. Yields the product C1(=CC=C(C=C1)S(=O)(=O)O)C.C1(=CC=C(C=C1)S(=O)(=O)O)C.NCC1=NN=C(N1C=1SC(=CC1C(C1=C(C=CC=C1)Cl)=O)CC)C (3-aminomethyl-4-(3-(2-chlorobenzoyl)-5-ethylthiophen-2-yl)-5-methyl[1,2,4]triazole di-p-toluenesulfonate). RXN SMILES: [Cl:1][C:2]1[CH:7]=[CH:6][CH:5]=[CH:4][C:3]=1[C:8]1[C:14]2[CH:15]=[C:16]([CH2:18][CH3:19])[S:17][C:13]=2[N:12]2[C:20]([CH3:23])=[N:21][N:22]=[C:11]2[CH2:10][N:9]=1.C([OH:26])C.O.[C:28]1([CH3:38])[CH:33]=[CH:32][C:31]([S:34]([OH:37])(=[O:36])=[O:35])=[CH:30][CH:29]=1>O>[C:28]1([CH3:38])[CH:29]=[CH:30][C:31]([S:34]([OH:37])(=[O:35])=[O:36])=[CH:32][CH:33]=1.[C:28]1([CH3:38])[CH:29]=[CH:30][C:31]([S:34]([OH:37])(=[O:35])=[O:36])=[CH:32][CH:33]=1.[NH2:9][CH2:10][C:11]1[N:12]([C:13]2[S:17][C:16]([CH2:18][CH3:19])=[CH:15][C:14]=2[C:8](=[O:26])[C:3]2[CH:4]=[CH:5][CH:6]=[CH:7][C:2]=2[Cl:1])[C:20]([CH3:23])=[N:21][N:22]=1 |f:2.3,5.6.7|. Reported procedure: 4-(2-Chlorophenyl)-2-ethyl-9-methyl-6H-thieno[3,2-f] [1,2,4]triazolo[4,3-a] [1,4]diazepine (702 g) was suspended in a mixed solvent (4.9 l) of ethanol and water (9:1), and p-toluenesulfonic acid monohydrate (1165 g) was added. The mixture was stirred at 80° C. for 1.5 hours. The mixture was concentrated to about 2.5 l by evaporating the solvent under reduced pressure, and ethyl acetate (4 l) was added. The reaction mixture was filtered to give crystals, and the crystals were washed with ethyl ac...